This data is from the Open Reaction Database (ORD), a public repository of structured organic reaction records. The task is: describe an organic reaction: reactants, conditions, products, and yield Reactants: C(C1=CC=CC=C1)(C1=CC=CC=C1)N1CC(C1)OC(C1=CC=C(C=C1)Br)C1=CC=C(C=C1)Br (1-benzhydryl-3-(4,4′-dibromobenzhydryloxy)azetidine), Cl.ClC1=C(C(C2=CC=C(C=C2)Cl)OC2CNC2)C=CC=C1 (3-(2,4′-dichlorobenzhydryloxy)azetidine hydrochloride). Product: Cl.BrC1=CC=C(C(C2=CC=C(C=C2)Br)OC2CNC2)C=C1 (3-(4,4′-dibromobenzhydryloxy)azetidine hydrochloride). Reaction SMILES: C([N:14]1[CH2:17][CH:16]([O:18][CH:19]([C:27]2[CH:32]=[CH:31][C:30]([Br:33])=[CH:29][CH:28]=2)[C:20]2[CH:25]=[CH:24][C:23]([Br:26])=[CH:22][CH:21]=2)[CH2:15]1)(C1C=CC=CC=1)C1C=CC=CC=1.Cl.[Cl:35]C1C=CC=CC=1C(OC1CNC1)C1C=CC(Cl)=CC=1>>[ClH:35].[Br:26][C:23]1[CH:24]=[CH:25][C:20]([CH:19]([O:18][CH:16]2[CH2:17][NH:14][CH2:15]2)[C:27]2[CH:28]=[CH:29][C:30]([Br:33])=[CH:31][CH:32]=2)=[CH:21][CH:22]=1 |f:1.2,3.4|. Reported procedure: This material was prepared from 1-benzhydryl-3-(4,4′-dibromobenzhydryloxy)azetidine (85) using the procedure described for compound (9) (1.15 mg, 30%). Starting materials: O1C(CCCC1)OCCSC1=CC=NC=C1 (4-(2-(tetrahydropyran-2-yloxy)ethylthio)pyridine). Run in C(C)(=O)O (acetic acid), C1CCOC1 (THF), O (water). Yields the product OCCSC1=CC=NC=C1 (4-(2-hydroxyethylthio)pyridine). Isolated yield 81.4%. Reaction SMILES: O1CCCCC1[O:7][CH2:8][CH2:9][S:10][C:11]1[CH:16]=[CH:15][N:14]=[CH:13][CH:12]=1>C(O)(=O)C.C1COCC1.O>[OH:7][CH2:8][CH2:9][S:10][C:11]1[CH:16]=[CH:15][N:14]=[CH:13][CH:12]=1. Reported procedure: A solution of 4-(2-(tetrahydropyran-2-yloxy)ethylthio)pyridine (2.73 g, 11 mmol) in acetic acid (8 ml), THF (4 ml) and water (2 ml) was heated at 50° C. for 4 hours. The volatiles were removed by evaporation and the residue azeotroped with toluene to give 4-(2-hydroxyethylthio)pyridine (1.39 g, 79%) as an off-white solid. Starting materials: NC1=NC=CC(=C1)C=1C(=NN(C1)C1CCOCC1)C=1C(=C(C=CC1)N(S(=O)(=O)C1=C(C=CC(=C1)F)F)COC)F (N-{3-[4-(2-amino-pyridin-4-yl)-1-(tetrahydro-pyran-4-yl)-1H-pyrazol-3-yl]-2-fluoro-phenyl}-2,5-difluoro-N-methoxymethyl-benzenesulfonamide), C(C)(=O)O (acetic acid), C=O (formaldehyde), C(#N)[BH3-].[Na+] (sodium cyanoborohydride). Run in CO (MeOH). Conditions: time 1 hour. Yields the product FC1=C(C=C(C=C1)F)S(=O)(=O)NC1=C(C(=CC=C1)C1=NN(C=C1C1=CC(=NC=C1)NC)C1CCOCC1)F (2,5-difluoro-N-(2-fluoro-3-{4-[2-(methylamino)pyridin-4-yl]-1-(tetrahydro-2H-pyran-4-yl)-1H-pyrazol-3-yl}phenyl)benzenesulfonamide), CN(C1=NC=CC(=C1)C=1C(=NN(C1)C1CCOCC1)C=1C(=C(C=CC1)NS(=O)(=O)C1=C(C=CC(=C1)F)F)F)C (N-(3-{4-[2-(dimethylamino)pyridin-4-yl]-1-(tetrahydro-2H-pyran-4-yl)-1H-pyrazol-3-yl}-2-fluorophenyl)-2,5-difluorobenzenesulfonamide). Isolated yield 54.0%. As a reaction SMILES: [NH2:1][C:2]1[CH:7]=[C:6]([C:8]2[C:9]([C:19]3[C:20]([F:40])=[C:21]([N:25](COC)[S:26]([C:29]4[CH:34]=[C:33]([F:35])[CH:32]=[CH:31][C:30]=4[F:36])(=[O:28])=[O:27])[CH:22]=[CH:23][CH:24]=3)=[N:10][N:11]([CH:13]3[CH2:18][CH2:17][O:16][CH2:15][CH2:14]3)[CH:12]=2)[CH:5]=[CH:4][N:3]=1.[C:41](O)(=O)C.C=O.[C:47]([BH3-])#[N:48].[Na+]>CO>[F:36][C:30]1[CH:31]=[CH:32][C:33]([F:35])=[CH:34][C:29]=1[S:26]([NH:25][C:21]1[CH:22]=[CH:23][CH:24]=[C:19]([C:9]2[C:8]([C:6]3[CH:5]=[CH:4][N:3]=[C:2]([NH:1][CH3:41])[CH:7]=3)=[CH:12][N:11]([CH:13]3[CH2:18][CH2:17][O:16][CH2:15][CH2:14]3)[N:10]=2)[C:20]=1[F:40])(=[O:27])=[O:28].[CH3:41][N:48]([CH3:47])[C:4]1[CH:5]=[C:6]([C:8]2[C:9]([C:19]3[C:20]([F:40])=[C:21]([NH:25][S:26]([C:29]4[CH:34]=[C:33]([F:35])[CH:32]=[CH:31][C:30]=4[F:36])(=[O:27])=[O:28])[CH:22]=[CH:23][CH:24]=3)=[N:10][N:11]([CH:13]3[CH2:18][CH2:17][O:16][CH2:15][CH2:14]3)[CH:12]=2)[CH:7]=[CH:2][N:3]=1 |f:3.4|. Reported procedure: To a solution of N-{3-[4-(2-amino-pyridin-4-yl)-1-(tetrahydro-pyran-4-yl)-1H-pyrazol-3-yl]-2-fluoro-phenyl}-2,5-difluoro-N-methoxymethyl-benzenesulfonamide (55 mg, 0.095 mmol) (prepared as described in Example 4) in MeOH (1 mL) at r.t. absolute acetic acid (0.011 mL, 0.2 mmol), formaldehyde (37% aq., 0.008 mL, 0.1 mmol) and sodium cyanoborohydride (7 mg, 0.11 mmol) were added and the reaction was stirred at r.t. for 1 h. All the reagents were added a second time in the same quantity and the reac... Starting materials: CC=1N=C(SC1C1=CC=C(C=C1)[N+](=O)[O-])NC(C)=O (N-[4-Methyl-5-(4nitro-phenyl)-thiazol-2-yl]-acetamide). Reagents/catalysts: [Pd] (palladium on carbon). Run in C(C)(=O)OCC.C1CCOC1 (ethyl acetate THF). Run at time 8 hour. The product is NC1=CC=C(C=C1)C1=C(N=C(S1)NC(C)=O)C (N-[5-(4-amino-phenyl)4-methyl-thiazol-2-yl]-acetamide). Reaction SMILES: [CH3:1][C:2]1[N:3]=[C:4]([NH:16][C:17](=[O:19])[CH3:18])[S:5][C:6]=1[C:7]1[CH:12]=[CH:11][C:10]([N+:13]([O-])=O)=[CH:9][CH:8]=1>C(OCC)(=O)C.C1COCC1.[Pd]>[NH2:13][C:10]1[CH:9]=[CH:8][C:7]([C:6]2[S:5][C:4]([NH:16][C:17](=[O:19])[CH3:18])=[N:3][C:2]=2[CH3:1])=[CH:12][CH:11]=1 |f:1.2|. Procedure details: N-[4-Methyl-5-(4nitro-phenyl)-thiazol-2-yl]-acetamide (J. Liebscher, E. Mitzner, Synthesis, 1985, (4), p 414) (10.0 g, 3.6 mmol) is dissolved in ethyl acetate/THF (5/1, 600 ml) and stirred at room temperature under an atmosphere of argon. The solution is then treated with 10% palladium on carbon (10 g). The reaction mixture is purged three times with nitrogen and placed under an atmosphere of hydrogen overnight. The mixture is then filtered through Celite™ filter material and the catalyst is was... Starting materials: ClC1=CC=C(C(=N1)N\C=N\O)I ((E)-N-(6-chloro-3-iodopyridin-2-yl)-N′-hydroxyformimidamide), polyphosphoric acid, [OH-].[Na+] (sodium hydroxide). Solvent: O (water). Product: ClC1=CC=C(C=2N1N=CN2)I (5-Chloro-8-iodo-[1,2,4]triazolo[1,5-a]pyridine). The yield is 100.2%. RXN SMILES: [Cl:1][C:2]1[N:7]=[C:6]([NH:8]/[CH:9]=[N:10]/O)[C:5]([I:12])=[CH:4][CH:3]=1.[OH-].[Na+]>O>[Cl:1][C:2]1[N:7]2[N:10]=[CH:9][N:8]=[C:6]2[C:5]([I:12])=[CH:4][CH:3]=1 |f:1.2|. Reported procedure: (E)-N-(6-chloro-3-iodopyridin-2-yl)-N′-hydroxyformimidamide (6.0 g, 0.02 mol) is treated with polyphosphoric acid (40 g) at 80° C. for 4 h with stirring. The reaction mixture is diluted with cold water (100 mL), and then neutralized with 10 N aq. sodium hydroxide solution to pH 8. The aqueous solution is extracted with dichloromethane (100 mL×3). The combined organic extracts are washed with saturated aq. sodium bicarbonate solution (50 mL), brine (30 mL×3), dried over sodium sulfate, filtered, ... Starting materials: C1(CC1)C1=NC(=NO1)C=1N=CN2C1CNC1=C(C=CC=C21)F (3-(5-Cyclopropyl-1,2,4-oxadiazol-3-yl)-6-fluoro-4,5-dihydroimidazo[1,5-a]quinoxaline), C(C)(C)N(CC)C(C)C (diisopropylethylamine), Cl.CNC (dimethylamine hydrochloride), C(C)(C)N(CC)C(C)C (diisopropylethylamine), C(=O)(Cl)Cl (phosgene), C([O-])(O)=O.[Na+] (sodium bicarbonate). Run in C1CCOC1 (THF). Conditions: time 3 hour. Product: C1(CC1)C1=NC(=NO1)C=1N=CN2C1CN(C1=C(C=CC=C21)F)C(=O)N(C)C (3-(5-Cyclopropyl-1,2,4-oxadiazol-3-yl)-5-[(dimethylamino)carbonyl]-6-fluoro-4,5-dihydroimidazo[1,5-a]quinoxaline). RXN SMILES: [CH:1]1([C:4]2[O:8][N:7]=[C:6]([C:9]3[N:10]=[CH:11][N:12]4[C:21]5[C:16](=[C:17]([F:22])[CH:18]=[CH:19][CH:20]=5)[NH:15][CH2:14][C:13]=34)[N:5]=2)[CH2:3][CH2:2]1.[CH:23]([N:26]([CH:29](C)C)[CH2:27]C)(C)C.C(Cl)(Cl)=[O:33].Cl.CNC.C(=O)(O)[O-].[Na+]>C1COCC1>[CH:1]1([C:4]2[O:8][N:7]=[C:6]([C:9]3[N:10]=[CH:11][N:12]4[C:21]5[C:16](=[C:17]([F:22])[CH:18]=[CH:19][CH:20]=5)[N:15]([C:27]([N:26]([CH3:29])[CH3:23])=[O:33])[CH2:14][C:13]=34)[N:5]=2)[CH2:3][CH2:2]1 |f:3.4,5.6|. Procedure details: To 3-(5-cyclopropyl-1,2,4-oxadiazol-3-yl)-6-fluoro-4,5-dihydroimidazo[1,5-a]quinoxaline (XXXIII, EXAMPLE 103, 0.520 g) in THF (15 ml) is added diisopropylethylamine (0.305 ml) followed by phosgene (1.2M in toluene, 2.19 ml). After stirring for 3 hr, dimethylamine hydrochloride (0.285 g) is added, followed by diisopropylethylamine (0.91 ml). The reaction is stirred for 3 hr, after which several ml of aqueous sodium bicarbonate is added. The reaction is concentrated under reduced pressure and the ... Reactants: CC[S-], C=CCC1(CC)CC(c2cccc(Cl)c2)C(c2ccc(Cl)cc2)[N+]2=C1OCC2C1CC1, CS(=O)(=O)[O-], [Na+]. Yields the product C=CCC1(CC)CC(c2cccc(Cl)c2)C(c2ccc(Cl)cc2)N(C(CSCC)C2CC2)C1=O. RXN SMILES: [CH2:37]([CH3:38])[S-:39].[CH2:6]([CH:7]=[CH2:8])[C:9]1([CH2:35][CH3:36])[C:10]2=[N+:11]([CH:12]([c:22]3[cH:23][cH:24][c:25]([Cl:28])[cH:26][cH:27]3)[CH:13]([c:15]3[cH:16][c:17]([Cl:21])[cH:18][cH:19][cH:20]3)[CH2:14]1)[CH:29]([CH:32]1[CH2:33][CH2:34]1)[CH2:30][O:31]2.[CH3:1][S:2]([O-:3])(=[O:4])=[O:5].[Na+:40]>>[CH2:6]([CH:7]=[CH2:8])[C:9]1([CH2:35][CH3:36])[C:10](=[O:31])[N:11]([CH:29]([CH2:30][S:39][CH2:37][CH3:38])[CH:32]2[CH2:33][CH2:34]2)[CH:12]([c:22]2[cH:23][cH:24][c:25]([Cl:28])[cH:26][cH:27]2)[CH:13]([c:15]2[cH:16][c:17]([Cl:21])[cH:18][cH:19][cH:20]2)[CH2:14]1. Starting materials: C1CCC2=NCCCN2CC1 (DBU), ClC=1C=C2C(=NC1C1=CC=C(C=C1)C1=CC=CC=C1)N=C(N2COCC[Si](C)(C)C)S(=O)(=O)C (2-[[6-chloro-2-methylsulfonyl-5-(4-phenylphenyl)imidazo[4,5-b]pyridin-1-yl]methoxy]ethyl-trimethyl-silane), N[C@@H]1[C@@H]2[C@H](OC1)[C@@H](CO2)NC(OC(C)(C)C)=O (tert-butyl N-[(3S,3aR,6R,6aR)-3-amino-2,3,3a,5,6,6a-hexahydrofuro-[3,2-b]furan-6-yl]carbamate). Solvent: CN(C)C=O (DMF), C(C)(=O)OCC (ethyl acetate). Reaction conditions: time 18 hour. Yields the product ClC=1C=C2C(=NC1C1=CC=C(C=C1)C1=CC=CC=C1)N=C(N2COCC[Si](C)(C)C)N[C@@H]2[C@@H]1[C@H](OC2)[C@@H](CO1)NC(OC(C)(C)C)=O (tert-butyl N-[(3S,3aR,6R,6aR)-3-[[6-chloro-5-(4-phenylphenyl)-1-(2-trimethylsilylethoxymethyl)imidazo[4,5-b]pyridin-2-yl]amino]-2,3,3a,5,6,6a-hexahydrofuro[3,2-b]furan-6-yl]carbamate). Reaction SMILES: C1CCN2C(=NCCC2)CC1.[Cl:12][C:13]1[CH:14]=[C:15]2[N:33]([CH2:34][O:35][CH2:36][CH2:37][Si:38]([CH3:41])([CH3:40])[CH3:39])[C:32](S(C)(=O)=O)=[N:31][C:16]2=[N:17][C:18]=1[C:19]1[CH:24]=[CH:23][C:22]([C:25]2[CH:30]=[CH:29][CH:28]=[CH:27][CH:26]=2)=[CH:21][CH:20]=1.[NH2:46][C@H:47]1[CH2:51][O:50][C@@H:49]2[C@H:52]([NH:55][C:56](=[O:62])[O:57][C:58]([CH3:61])([CH3:60])[CH3:59])[CH2:53][O:54][C@H:48]12>CN(C=O)C.C(OCC)(=O)C>[Cl:12][C:13]1[CH:14]=[C:15]2[N:33]([CH2:34][O:35][CH2:36][CH2:37][Si:38]([CH3:41])([CH3:40])[CH3:39])[C:32]([NH:46][C@H:47]3[CH2:51][O:50][C@@H:49]4[C@H:52]([NH:55][C:56](=[O:62])[O:57][C:58]([CH3:60])([CH3:59])[CH3:61])[CH2:53][O:54][C@H:48]34)=[N:31][C:16]2=[N:17][C:18]=1[C:19]1[CH:24]=[CH:23][C:22]([C:25]2[CH:30]=[CH:29][CH:28]=[CH:27][CH:26]=2)=[CH:21][CH:20]=1. Procedure details: DBU (18.3 uL, 0.122 mmol) was added to a mixture of 2-[[6-chloro-2-methylsulfonyl-5-(4-phenylphenyl)imidazo[4,5-b]pyridin-1-yl]methoxy]ethyl-trimethyl-silane (50 mg, 0.097 mmol) and tert-butyl N-[(3S,3aR,6R,6aR)-3-amino-2,3,3a,5,6,6a-hexahydrofuro-[3,2-b]furan-6-yl]carbamate (72.6 mg, 0.297 mmol) in DMF (0.39 mL). After 18 hours, the mixture was diluted with ethyl acetate (20 mL) and washed with water (5×20 mL). The organic layer was separate, washed with brine (1×10 mL), dried with MgSO4, filte... Reactants: FC1=NC=CC=C1 (2-fluoro-pyridine), C(#N)C1CCN(CC1)C(=O)OC(C)(C)C (tert-butyl 4-cyanopiperidine-1-carboxylate), solution, C[Si](C)(C)[N-][Si](C)(C)C.[K+] (KHMDS). The solvent is [Cl-].[Na+].O (brine), C1(=CC=CC=C1)C (toluene). Run at time 2 hour. The product is C(#N)C1(CCN(CC1)C(=O)OC(C)(C)C)C1=NC=CC=C1 (tert-butyl 4-cyano4-pyridin-2-ylpiperidine-1-carboxylate). As a reaction SMILES: F[C:2]1[CH:7]=[CH:6][CH:5]=[CH:4][N:3]=1.[C:8]([CH:10]1[CH2:15][CH2:14][N:13]([C:16]([O:18][C:19]([CH3:22])([CH3:21])[CH3:20])=[O:17])[CH2:12][CH2:11]1)#[N:9].C[Si]([N-][Si](C)(C)C)(C)C.[K+]>C1(C)C=CC=CC=1.[Cl-].[Na+].O>[C:8]([C:10]1([C:2]2[CH:7]=[CH:6][CH:5]=[CH:4][N:3]=2)[CH2:15][CH2:14][N:13]([C:16]([O:18][C:19]([CH3:22])([CH3:21])[CH3:20])=[O:17])[CH2:12][CH2:11]1)#[N:9] |f:2.3,5.6.7|. Procedure: To a solution of 2-fluoro-pyridine (5.83 g, 60 mmole) in toluene (40 mL) was added tert-butyl 4-cyanopiperidine-1-carboxylate (I-1) (4.22 g, 20 mmole) and 0.5M solution of KHMDS (48 mL, 24 mmole). The reaction mixture was stirred 2 h at rt ° C. After this time, LCMS indicated that the reaction was completion. The reaction mixture was poured into brine (150 mL) and extracted with EtOAc (3×150 mL). The combined organic extracts were washed with brine (2×100 mL), dried over MgSO4, filtered and conc... Reactants: CNCc1cccc(C2CCN(C)CC2)c1, CCO, COc1cc2[nH]c(Cl)nc(=O)c2c(C)c1OC. Product: COc1cc2[nH]c(N(C)Cc3cccc(C4CCN(C)CC4)c3)nc(=O)c2c(C)c1OC. RXN SMILES: [CH3:1][NH:2][CH2:3][c:4]1[cH:5][c:6]([CH:10]2[CH2:11][CH2:12][N:13]([CH3:16])[CH2:14][CH2:15]2)[cH:7][cH:8][cH:9]1.[CH3:34][CH2:35][OH:36].[Cl:17][c:18]1[nH:19][c:20]2[cH:21][c:22]([O:32][CH3:33])[c:23]([O:30][CH3:31])[c:24]([CH3:29])[c:25]2[c:26](=[O:28])[n:27]1>>[CH3:1][N:2]([CH2:3][c:4]1[cH:5][c:6]([CH:10]2[CH2:11][CH2:12][N:13]([CH3:16])[CH2:14][CH2:15]2)[cH:7][cH:8][cH:9]1)[c:18]1[nH:19][c:20]2[cH:21][c:22]([O:32][CH3:33])[c:23]([O:30][CH3:31])[c:24]([CH3:29])[c:25]2[c:26](=[O:28])[n:27]1.